This data is from the Open Reaction Database (ORD), a public repository of structured organic reaction records. The task is: describe an organic reaction: reactants, conditions, products, and yield The reactants are C(C)(C)C1=NC=CC=C1CO (2-isopropyl-3-hydroxymethylpyridine), S(=O)(Cl)Cl (thionyl chloride). The solvent is C(Cl)Cl (CH2Cl2). Run at temperature 0 celsius, time 3 hour. Product: C(C)(C)C1=NC=CC=C1CCl (2-isopropyl-3-chloromethylpyridine). Reaction SMILES: [CH:1]([C:4]1[C:9]([CH2:10]O)=[CH:8][CH:7]=[CH:6][N:5]=1)([CH3:3])[CH3:2].S(Cl)([Cl:14])=O>C(Cl)Cl>[CH:1]([C:4]1[C:9]([CH2:10][Cl:14])=[CH:8][CH:7]=[CH:6][N:5]=1)([CH3:3])[CH3:2]. Reported procedure: The 2-isopropyl-3-hydroxymethylpyridine (240 mg, 1.59 mmol) was dissolved in CH2Cl2 (15 mL) and cooled under nitrogen to 0° C. and thionyl chloride (1.0 mL) was slowly added and the reaction was stirred for 3 hours. The solvent was removed under reduced pressure and the residue was partitioned between CH2Cl2 and saturated sodium bicarbonate. The organic layer was dried with MgSO4, filtered and the solvent removed under reduced pressure to give the desired 2-isopropyl-3-chloromethylpyridine. The ... Isolated yield 101.4%. The reactants are CC=1C=C(C(=CC1)[N+](=O)[O-])O (3-methyl-6-nitrophenol), BrCC(=O)OC(C)(C)C (tert-butyl bromacetate), C([O-])([O-])=O.[K+].[K+] (potassium carbonate). Procedure: A mixture of 3-methyl-6-nitrophenol (30.62 g, 200 mmol) and tert-butyl bromacetate (46.8 g, 240 mmol) in acetonitrile (700 mL) in the presence of potassium carbonate (69.1 g, 500 mmol) was refluxed for 2 h. Inorganic materials were removed by filtration and the filtrate was concentrated. The residue was diluted with ethyl acetate, washed with brine, dried over magnesium sulfate, and extensively concentrated in vacuo to give 54.2 g of the title compound (quant): 1H NMR (CDCl3) δ7.82 (d, 1H, J=8.3... Reaction SMILES: [CH3:1][C:2]1[CH:3]=[C:4]([OH:11])[C:5]([N+:8]([O-:10])=[O:9])=[CH:6][CH:7]=1.Br[CH2:13][C:14]([O:16][C:17]([CH3:20])([CH3:19])[CH3:18])=[O:15].C(=O)([O-])[O-].[K+].[K+]>C(#N)C>[C:17]([O:16][C:14]([CH2:13][O:11][C:4]1[CH:3]=[C:2]([CH3:1])[CH:7]=[CH:6][C:5]=1[N+:8]([O-:10])=[O:9])=[O:15])([CH3:20])([CH3:19])[CH3:18] |f:2.3.4|. Run in C(C)#N (acetonitrile). Product: C(C)(C)(C)OC(=O)COC=1C=C(C=CC1[N+](=O)[O-])C (3-tert-Butoxycarbonylmethoxy-4-nitrotoluene).